From a dataset of the Open Reaction Database (ORD), a public repository of structured organic reaction records. describe an organic reaction: reactants, conditions, products, and yield Starting materials: COC(=O)C1=CC2=C(N=CN2)C(=C1NC1=C(C=C(C=C1)Br)Cl)F (6-(4-Bromo-2-chloro-phenylamino)-7-fluoro-3H-benzoimidazole-5-carboxylic acid methyl ester), IC (iodomethane), C([O-])([O-])=O.[K+].[K+] (potassium carbonate). Solvent: CN(C=O)C (dimethylformamide), C(C)(=O)OCC (ethyl acetate). Product: COC(=O)C1=CC2=C(N=CN2C)C(=C1NC1=C(C=C(C=C1)Br)Cl)F (6-(4-Bromo-2-chloro-phenylamino)-7-fluoro-3-methyl-3H-benzoimidazole-5-carboxylic acid methyl ester). Yield: 35.7%. As a reaction SMILES: [CH3:1][O:2][C:3]([C:5]1[C:13]([NH:14][C:15]2[CH:20]=[CH:19][C:18]([Br:21])=[CH:17][C:16]=2[Cl:22])=[C:12]([F:23])[C:8]2[N:9]=[CH:10][NH:11][C:7]=2[CH:6]=1)=[O:4].IC.[C:26](=O)([O-])[O-].[K+].[K+]>CN(C)C=O.C(OCC)(=O)C>[CH3:1][O:2][C:3]([C:5]1[C:13]([NH:14][C:15]2[CH:20]=[CH:19][C:18]([Br:21])=[CH:17][C:16]=2[Cl:22])=[C:12]([F:23])[C:8]2[N:9]=[CH:10][N:11]([CH3:26])[C:7]=2[CH:6]=1)=[O:4] |f:2.3.4|. Procedure: A solution of 6-(4-bromo-2-chloro-phenylamino)-7-fluoro-3H-benzoimidazole-5-carboxylic acid methyl ester 8b (150 mg, 0.38 mmol), iodomethane (28 μL, 0.45 mmol) and potassium carbonate (78 mg, 0.56 mmol) in dimethylformamide (1.5 mL) is stirred at 75° C. for one hour. The reaction mixture is diluted with ethyl acetate, washed with saturated aqueous potassium carbonate (2×), brine, and dried (Na2SO4). Flash column chromatography (20:1 methylene chloride/ethyl acetate) provides 56 mg (36%) of the m... Starting materials: CC1=NNC(=C1)C(=O)OCC (ethyl 3-methyl-1H-pyrazole-5-carboxylate), CS(=O)(=O)OC1CCC1 (cyclobutyl methanesulfonate), C(CCC)N(CCCC)CCCC (tri-n-butylamine). Solvent: C(C)OCC (diethyl ether). Yields the product C1(CC1)CN1N=C(C=C1C(=O)OCC)C (ethyl 1-cyclopropylmethyl-3-methyl-1H-pyrazole-5-carboxylate). Isolated yield 54.3%. RXN SMILES: [CH3:1][C:2]1[CH:6]=[C:5]([C:7]([O:9][CH2:10][CH3:11])=[O:8])[NH:4][N:3]=1.CS(O[CH:17]1[CH2:20][CH2:19][CH2:18]1)(=O)=O.C(N(CCCC)CCCC)CCC>C(OCC)C>[CH:20]1([CH2:17][N:4]2[C:5]([C:7]([O:9][CH2:10][CH3:11])=[O:8])=[CH:6][C:2]([CH3:1])=[N:3]2)[CH2:18][CH2:19]1. Procedure details: A mixture comprising 2.1 g of ethyl 3-methyl-1H-pyrazole-5-carboxylate, 2.1 g of cyclobutyl methanesulfonate and 2.6 g of tri-n-butylamine was allowed to react at 110 ° C. for three hours without using any solvent. Then the reaction mixture was allowed to cool and diethyl ether was added thereto. The obtained mixture was successively washed with 1 N hydrochloric acid, an aqueous solution of sodium hydrogencarbonate and a saturated aqueous solution of common salt and then dried over anhydrous sod... The reactants are CO, CCOP(=O)(NC1CN(C(=O)OCc2ccccc2)CCC1Cl)OCC. Yields the product CCOP(=O)(NC1CNCCC1Cl)OCC. As a reaction SMILES: [CH3:27][OH:28].[Cl:1][CH:2]1[CH:3]([NH:18][P:19](=[O:20])([O:21][CH2:22][CH3:23])[O:24][CH2:25][CH3:26])[CH2:4][N:5]([C:8]([O:9][CH2:10][c:11]2[cH:12][cH:13][cH:14][cH:15][cH:16]2)=[O:17])[CH2:6][CH2:7]1>>[Cl:1][CH:2]1[CH:3]([NH:18][P:19](=[O:20])([O:21][CH2:22][CH3:23])[O:24][CH2:25][CH3:26])[CH2:4][NH:5][CH2:6][CH2:7]1. Starting materials: COC(=O)CCCBr, Cc1cc2cccnc2c(N2CCCN(C(=O)OC(C)(C)C)CC2)c1O, O=C([O-])[O-], ClCCl, [Cs+], [Cs+], CN(C)C=O. The product is COC(=O)CCCOc1c(C)cc2cccnc2c1N1CCCN(C(=O)OC(C)(C)C)CC1. As a reaction SMILES: [Br:27][CH2:28][CH2:29][CH2:30][C:31](=[O:32])[O:33][CH3:34].[C:1]([CH3:2])([CH3:3])([CH3:4])[O:5][C:6](=[O:7])[N:8]1[CH2:9][CH2:10][N:11]([c:15]2[c:16]([OH:26])[c:17]([CH3:25])[cH:18][c:19]3[cH:20][cH:21][cH:22][n:23][c:24]23)[CH2:12][CH2:13][CH2:14]1.[C:35](=[O:36])([O-:37])[O-:38].[Cl:46][CH2:47][Cl:48].[Cs+:39].[Cs+:40].[O:41]=[CH:42][N:43]([CH3:44])[CH3:45]>>[C:1]([CH3:2])([CH3:3])([CH3:4])[O:5][C:6](=[O:7])[N:8]1[CH2:9][CH2:10][N:11]([c:15]2[c:16]([O:26][CH2:28][CH2:29][CH2:30][C:31](=[O:32])[O:33][CH3:34])[c:17]([CH3:25])[cH:18][c:19]3[cH:20][cH:21][cH:22][n:23][c:24]23)[CH2:12][CH2:13][CH2:14]1. Reactants: S(=O)(=O)(O)[O-].[K+] (potassium hydrogensulphate), C(C)OC=1OCC(C1C(=O)OCC)=O (ethyl 2-ethoxy-4,5-dihydro-4-oxofuran-3-carboxylate), ClC1=CC=C(C=N1)CNCC(F)F (N-[(6-chloropyridin-3-yl)methyl]-2,2-difluoroethylamine). Run in C(CCC)#N (butyronitrile). Yields the product ClC1=CC=C(C=N1)CN(C1=CC(OC1)=O)CC(F)F (4-[[(6-chloropyridin-3-yl)methyl](2,2-difluoroethyl)amino]furan-2(5H)-one). The yield is 93.0%. As a reaction SMILES: S([O-])(O)(=O)=O.[K+].C([O:9][C:10]1[O:11][CH2:12][C:13](=O)[C:14]=1C(OCC)=O)C.[Cl:21][C:22]1[N:27]=[CH:26][C:25]([CH2:28][NH:29][CH2:30][CH:31]([F:33])[F:32])=[CH:24][CH:23]=1>C(#N)CCC>[Cl:21][C:22]1[N:27]=[CH:26][C:25]([CH2:28][N:29]([CH2:30][CH:31]([F:33])[F:32])[C:13]2[CH2:12][O:11][C:10](=[O:9])[CH:14]=2)=[CH:24][CH:23]=1 |f:0.1|. Procedure details: 31.2 g of potassium hydrogensulphate are added at room temperature to a suspension of 46 g of ethyl 2-ethoxy-4,5-dihydro-4-oxofuran-3-carboxylate and 39.3 g of N-[(6-chloropyridin-3-yl)methyl]-2,2-difluoroethylamine in 705 ml of butyronitrile. The mixture was heated to reflux for 5 hours. Subsequently, it was cooled to room temperature and washed with 890 ml of water. The solvent was removed under reduced pressure. This gave 51 g of 4-[[(6-chloropyridin-3-yl)methyl](2,2-difluoroethyl)amino]furan...